This data is from the Open Reaction Database (ORD), a public repository of structured organic reaction records. The task is: describe an organic reaction: reactants, conditions, products, and yield Starting materials: C(C)(C)(C)OC(=O)N(C1=C(C(=NC=2N1N=CC2)N[C@@H]2CN(CCC2)C(=O)OC(C)(C)C)CC(CO[Si](C)(C)C(C)(C)C)O)C2=CC=C(C=C2)OCC (tert-butyl (S)-3-{7-[tert-butoxycarbonyl-(4-ethoxyphenyl)amino]-6-[3-(tert-butyldimethylsilanyloxy)-2-hydroxypropyl]pyrazolo[1,5-a]pyrimidin-5-ylamino}piperidine-1-carboxylate), CC(=O)OI1(C=2C=CC=CC2C(=O)O1)(OC(=O)C)OC(=O)C (Dess-Martin periodinane). The solvent is C(Cl)Cl (methylene chloride). Run at time 3 hour. The product is C(C)(C)(C)OC(=O)N(C1=C2C=C(N(C2=NC2=CC=NN12)[C@@H]1CN(CCC1)C(=O)OC(C)(C)C)CO[Si](C)(C)C(C)(C)C)C1=CC=C(C=C1)OCC (tert-butyl (S)-3-[8-[tert-butoxycarbonyl-(4-ethoxyphenyl)amino]-6-(tert-butyldimethylsilanyloxymethyl)-1,4,5,8a-tetraaza-s-indacen-5-yl]piperidine-1-carboxylate). Yield: 40.6%. RXN SMILES: [C:1]([O:5][C:6]([N:8]([C:44]1[CH:49]=[CH:48][C:47]([O:50][CH2:51][CH3:52])=[CH:46][CH:45]=1)[C:9]1[N:14]2[N:15]=[CH:16][CH:17]=[C:13]2[N:12]=[C:11]([NH:18][C@H:19]2[CH2:24][CH2:23][CH2:22][N:21]([C:25]([O:27][C:28]([CH3:31])([CH3:30])[CH3:29])=[O:26])[CH2:20]2)[C:10]=1[CH2:32][CH:33](O)[CH2:34][O:35][Si:36]([C:39]([CH3:42])([CH3:41])[CH3:40])([CH3:38])[CH3:37])=[O:7])([CH3:4])([CH3:3])[CH3:2].CC(OI1(OC(C)=O)(OC(C)=O)OC(=O)C2C=CC=CC1=2)=O>C(Cl)Cl>[C:1]([O:5][C:6]([N:8]([C:44]1[CH:49]=[CH:48][C:47]([O:50][CH2:51][CH3:52])=[CH:46][CH:45]=1)[C:9]1[N:14]2[C:13](=[CH:17][CH:16]=[N:15]2)[N:12]=[C:11]2[C:10]=1[CH:32]=[C:33]([CH2:34][O:35][Si:36]([C:39]([CH3:40])([CH3:41])[CH3:42])([CH3:37])[CH3:38])[N:18]2[C@H:19]1[CH2:24][CH2:23][CH2:22][N:21]([C:25]([O:27][C:28]([CH3:29])([CH3:30])[CH3:31])=[O:26])[CH2:20]1)=[O:7])([CH3:3])([CH3:4])[CH3:2]. Reported procedure: To a methylene chloride (1 mL) solution containing tert-butyl (S)-3-{7-[tert-butoxycarbonyl-(4-ethoxyphenyl)amino]-6-[3-(tert-butyldimethylsilanyloxy)-2-hydroxypropyl]pyrazolo[1,5-a]pyrimidin-5-ylamino}piperidine-1-carboxylate (28.6 mg, 0.0495 mmol), Dess-Martin periodinane (25.2 mg, 0.0594 mmol) was added at 0° C., and the mixture was allowed to warm to room temperature and stirred for 3 hr. After the reaction, the reaction solution was concentrated, and the residue was purified with PTLC (30% ...